This data is from the Open Reaction Database (ORD), a public repository of structured organic reaction records. The task is: describe an organic reaction: reactants, conditions, products, and yield The reactants are ClC1=C(C(=CC=C1)F)C1=NN(C(N1)=O)C1=CC=C(C(=O)OC)C=C1 (methyl 4-[3-(2-chloro-6-fluorophenyl)-5-oxo-4,5-dihydro-1H-1,2,4-triazol-1-yl]benzoate), ClC1=CC=C(C(N)=NO)C=C1 (4-chloro-N′-hydroxybenzimidamide), [H-].[Na+] (sodium hydride). Solvent: C1CCOC1 (THF). The product is ClC1=C(C(=CC=C1)F)C1=NN(C(N1)=O)C1=CC=C(C=C1)C1=NC(=NO1)C1=CC=C(C=C1)Cl (3-(2-Chloro-6-fluorophenyl)-1-(4-(3-(4-chlorophenyl)-1,2,4-oxadiazol-5-yl)phenyl)-1H-1,2,4-triazol-5(4H)-one). Isolated yield 19.1%. As a reaction SMILES: [Cl:1][C:2]1[CH:7]=[CH:6][CH:5]=[C:4]([F:8])[C:3]=1[C:9]1[NH:13][C:12](=[O:14])[N:11]([C:15]2[CH:24]=[CH:23][C:18]([C:19]([O:21]C)=O)=[CH:17][CH:16]=2)[N:10]=1.[Cl:25][C:26]1[CH:35]=[CH:34][C:29]([C:30](=[N:32]O)[NH2:31])=[CH:28][CH:27]=1.[H-].[Na+]>C1COCC1>[Cl:1][C:2]1[CH:7]=[CH:6][CH:5]=[C:4]([F:8])[C:3]=1[C:9]1[NH:13][C:12](=[O:14])[N:11]([C:15]2[CH:24]=[CH:23][C:18]([C:19]3[O:21][N:32]=[C:30]([C:29]4[CH:34]=[CH:35][C:26]([Cl:25])=[CH:27][CH:28]=4)[N:31]=3)=[CH:17][CH:16]=2)[N:10]=1 |f:2.3|. Procedure details: The title compound was prepared by following the procedure as described for Example-40 by using methyl 4-[3-(2-chloro-6-fluorophenyl)-5-oxo-4,5-dihydro-1H-1,2,4-triazol-1-yl]benzoate (step-2 of Intermediate-9, 0.100 g, 0.28 mmol), 4-chloro-N′-hydroxybenzimidamide (Intermediate-19, 0.073 g, 0.43 mmol), sodium hydride (0.018 g, 0.43 mmol) and dry THF (5.0 mL) to afford 0.025 g of desired product. 1H NMR (DMSO-d6): δ 7.51 (t, J=8.7 Hz, 1H), 7.59 (d, J=8.4 Hz, 1H), 7.67-7.73 (m, 3H), 8.11 (d, J=8.1 ...